describe an organic reaction: reactants, conditions, products, and yield From a dataset of the Open Reaction Database (ORD), a public repository of structured organic reaction records. Starting materials: Cl.NCCS (2-aminoethanethiol hydrochloride), C([O-])(O)=O.[Na+] (sodium bicarbonate), C(C)(C)(C)OC(N[C@@H](C(C)(C)C)C(=O)F)=O ((S)-(1-Fluorocarbonyl-2,2-dimethyl-propyl)-carbamic Acid tert-butyl Ester). The solvent is O (water), C(Cl)Cl (CH2Cl2). Conditions: time 25 minute. Product: C(C)(C)(C)OC(N[C@@H](C(C)(C)C)C(NCCS)=O)=O ((S)-[1-(2-mercapto-ethylcarbamoyl)-2,2-dimethyl-propyl]-carbamic Acid tert-butyl Ester). As a reaction SMILES: C(=O)(O)[O-].[Na+].Cl.[NH2:7][CH2:8][CH2:9][SH:10].[C:11]([O:15][C:16](=[O:26])[NH:17][C@H:18]([C:23](F)=[O:24])[C:19]([CH3:22])([CH3:21])[CH3:20])([CH3:14])([CH3:13])[CH3:12]>O.C(Cl)Cl>[C:11]([O:15][C:16](=[O:26])[NH:17][C@H:18]([C:23](=[O:24])[NH:7][CH2:8][CH2:9][SH:10])[C:19]([CH3:22])([CH3:21])[CH3:20])([CH3:14])([CH3:12])[CH3:13] |f:0.1,2.3|. Procedure details: To a 25 mL round-bottom flask charged with a solution of sodium bicarbonate (83.6 mg, 1.0 mmol) in 4.9 mL water was added 2-aminoethanethiol hydrochloride (60.7 mg, 0.53 mmol). To this stirring solution was added dropwise over 60 seconds a solution of 25i (113.3 mg, 0.48 mmol) in 4.9 mL CH2Cl2. The reaction was vigorously stirred for 25 minutes at room temperature, then extracted twice with fresh CH2Cl2. The combined CH2Cl2 extracts were washed once with 5% aqueous HCl, once with 10% aqueous sod... The reactants are ClC(C)(C)C (2-chloro-2-methylpropane), [Mg] (magnesium), cuprous chloride, C(C)(C)(C)CC(=O)Cl (tertbutylacetylchloride), C(C)(C)(C)[Mg]Cl (tBuMgCl), Grignard reagent. Solvent: C1CCOC1 (THF), C(=O)=O (dry ice). The product is CC(C)(C(CC(C)(C)C)=O)C (2,2,5,5-Tetramethyl-3-hexanone). RXN SMILES: Cl[C:2]([CH3:5])([CH3:4])[CH3:3].[Mg].C([Mg]Cl)(C)(C)C.[C:13]([CH2:17][C:18](Cl)=[O:19])([CH3:16])([CH3:15])[CH3:14]>C1COCC1.C(=O)=O>[CH3:3][C:2]([CH3:5])([C:18](=[O:19])[CH2:17][C:13]([CH3:16])([CH3:15])[CH3:14])[CH3:4]. Reported procedure: 2-chloro-2-methylpropane (75 g, 0.8 mol) was slowly added to magnesium pellets (19.5 g, 0.8 mol) in 800 mL of THF to make the Grignard reagent, tBuMgCl. This was added slowly to a mixture of cuprous chloride (49.5 g, 0.50 mol) and tertbutylacetylchloride (67.25 g, 0.50 mol), cooled to −50° C. in dry ice. After addition, the mixture was allowed to warm up to room temperature overnight. Most of the THF was removed by decreased pressure, followed by the addition of 500 mL of hexanes and 200 mL of 2... Starting materials: CN(C=CC1=NC(=C(C#N)C=C1[N+](=O)[O-])OCC)C (6-(2-(dimethylamino)vinyl)-2-ethoxy-5-nitronicotinonitrile), O (water), I(=O)(=O)(=O)[O-].[Na+] (sodium periodate). Run in O1CCCC1 (tetrahydrofuran). Reaction conditions: time 18 hour. Yields the product C(C)OC1=C(C#N)C=C(C(=N1)C=O)[N+](=O)[O-] (2-ethoxy-6-formyl-5-nitronicotinonitrile). Isolated yield 67.6%. Reaction SMILES: CN(C)C=[CH:4][C:5]1[C:12]([N+:13]([O-:15])=[O:14])=[CH:11][C:8]([C:9]#[N:10])=[C:7]([O:16][CH2:17][CH3:18])[N:6]=1.O.I([O-])(=O)(=O)=[O:22].[Na+]>O1CCCC1>[CH2:17]([O:16][C:7]1[N:6]=[C:5]([CH:4]=[O:22])[C:12]([N+:13]([O-:15])=[O:14])=[CH:11][C:8]=1[C:9]#[N:10])[CH3:18] |f:2.3|. Procedure details: To a stirred solution of the compound prepared in Example 445 (1.07 g) in tetrahydrofuran (20 mL) at ambient temperature was added water (20 mL), and to the resulting mixture was added sodium periodate (2.62 g). The resulting mixture was stirred at ambient temperature for 18 hours. There was a significant amount of precipitate present in the reaction mixture, and it was collected by filtration and washed with 50% aqueous tetrahydrofuran. The combined filtrate and wash were concentrated to remove... Starting materials: CCOC(=O)CC(=O)OCC, CCO, [Mg], O=C(O)C(Cc1ccccc1)(c1ccccc1)c1ccccc1, c1ccc(C(c2ccccc2)c2ccccc2)cc1. Yields the product OC(c1ccccc1)(c1ccccc1)c1ccccc1. As a reaction SMILES: [C:25]([O:26][CH2:27][CH3:28])(=[O:29])[CH2:30][C:31]([O:32][CH2:33][CH3:34])=[O:35].[CH3:55][CH2:56][OH:57].[Mg:24].[c:1]1([CH2:2][C:3]([c:4]2[cH:5][cH:6][cH:7][cH:8][cH:9]2)([c:11]2[cH:12][cH:13][cH:14][cH:15][cH:16]2)[C:17](=[O:10])[OH:18])[cH:19][cH:20][cH:21][cH:22][cH:23]1.[c:36]1([CH:42]([c:43]2[cH:44][cH:45][cH:46][cH:47][cH:48]2)[c:49]2[cH:50][cH:51][cH:52][cH:53][cH:54]2)[cH:37][cH:38][cH:39][cH:40][cH:41]1>>[OH:10][C:42]([c:36]1[cH:37][cH:38][cH:39][cH:40][cH:41]1)([c:43]1[cH:44][cH:45][cH:46][cH:47][cH:48]1)[c:49]1[cH:50][cH:51][cH:52][cH:53][cH:54]1. The reactants are C(CCC)[Li] (n-butyllithium), C(CC)C=1SC=C(N1)COC1OCCCC1 (2-propyl-4-((2-tetrahydropyranyloxy)methyl)thiazole), CN(C)C=O (DMF). Run in C1CCOC1 (THF). Conditions: temperature -78 celsius, time 30 minute. The product is C(CC)C=1SC(=C(N1)COC1OCCCC1)C=O (2-propyl-4-((2-tetrahydropyranyloxy)methyl)thiazole-5-carboxaldehyde). Isolated yield 101.4%. Reaction SMILES: [CH2:1]([C:4]1[S:5][CH:6]=[C:7]([CH2:9][O:10][CH:11]2[CH2:16][CH2:15][CH2:14][CH2:13][O:12]2)[N:8]=1)[CH2:2][CH3:3].C([Li])CCC.CN([CH:25]=[O:26])C>C1COCC1>[CH2:1]([C:4]1[S:5][C:6]([CH:25]=[O:26])=[C:7]([CH2:9][O:10][CH:11]2[CH2:16][CH2:15][CH2:14][CH2:13][O:12]2)[N:8]=1)[CH2:2][CH3:3]. Reported procedure: A solution of 2-propyl-4-((2-tetrahydropyranyloxy)methyl)thiazole (12.0 g, 49.8 mmol), from step 548 above, in 120 mL of THF was cooled to -78° C. and treated with n-butyllithium (20.0 mL, 2.5M solution in hexanes). The reaction mixture was stirred at -78° C. for 30 minutes, and 5.46 g (74.7 mmol) of DMF was added. The reaction mixture was stirred at -78° C. for 1.5 hours, then warmed to room temperature and quenched with satd NH4Cl solution. The mixture was partitioned between water and ethyl a...